From a dataset of the Open Reaction Database (ORD), a public repository of structured organic reaction records. describe an organic reaction: reactants, conditions, products, and yield The reactants are ClC1=NC=C(C=N1)C(=O)OC (methyl 2-chloropyrimidine-5-carboxylate), C(C)N1CCNCCC1 (1-ethyl-1,4-diazepane), C(C)N(C(C)C)C(C)C (N-ethyl-N-propan-2-ylpropan-2-amine). Run in ClCCl (dichloromethane), ClCCl (dichloromethane). Run at time 18 hour. Product: C(C)N1CCN(CCC1)C1=NC=C(C=N1)C(=O)OC (methyl 2-(4-ethyl-1,4-diazepan-1-yl)pyrimidine-5-carboxylate). Yield: 87.4%. As a reaction SMILES: Cl[C:2]1[N:7]=[CH:6][C:5]([C:8]([O:10][CH3:11])=[O:9])=[CH:4][N:3]=1.[CH2:12]([N:14]1[CH2:20][CH2:19][CH2:18][NH:17][CH2:16][CH2:15]1)[CH3:13].C(N(C(C)C)C(C)C)C>ClCCl>[CH2:12]([N:14]1[CH2:20][CH2:19][CH2:18][N:17]([C:2]2[N:7]=[CH:6][C:5]([C:8]([O:10][CH3:11])=[O:9])=[CH:4][N:3]=2)[CH2:16][CH2:15]1)[CH3:13]. Procedure details: A solution of methyl 2-chloropyrimidine-5-carboxylate (200 mg, 1.16 mmol) in dichloromethane (4.00 mL) was added to a stirred solution of 1-ethyl-1,4-diazepane (149 mg, 1.16 mmol) and N-ethyl-N-propan-2-ylpropan-2-amine (0.902 mL, 5.22 mmol) in dichloromethane (4.00 mL) at 25° C. The resulting solution was stirred at ambient temperature for 18 h. The reaction mixture was evaporated to dryness and redissolved in MeOH (20 mL) and the crude product was purified by ion exchange chromatography, using... The reactants are CN(C)CCCl, Cl, Nc1ccc(O)cc1, [Na+], CN(C)C=O, [OH-]. The product is CN(C)CCOc1ccc(N)cc1. Reaction SMILES: [Cl:2][CH2:3][CH2:4][N:5]([CH3:6])[CH3:7].[ClH:1].[NH2:8][c:9]1[cH:10][cH:11][c:12]([OH:13])[cH:14][cH:15]1.[Na+:17].[O:18]=[CH:19][N:20]([CH3:21])[CH3:22].[OH-:16]>>[CH2:3]([CH2:4][N:5]([CH3:6])[CH3:7])[O:13][c:12]1[cH:11][cH:10][c:9]([NH2:8])[cH:15][cH:14]1. The reactants are ClC1=NC=CC2=CC=C(C=C12)O (1-Chloroisoquinolin-7-ol), C([O-])([O-])=O.[Cs+].[Cs+] (cesium carbonate), C(C=C)Br (Allyl bromide). Solvent: C(C)#N (acetonitrile), OS(=O)(=O)[O-].[K+] (KHSO4), CCOC(=O)C (EtOAc). Run at time 2 minute. Yields the product C(C=C)OC1=CC=C2C=CN=C(C2=C1)Cl (7-(allyloxy)-1-chloroisoquinoline). Yield: 19.0%. RXN SMILES: [Cl:1][C:2]1[C:11]2[C:6](=[CH:7][CH:8]=[C:9]([OH:12])[CH:10]=2)[CH:5]=[CH:4][N:3]=1.C(=O)([O-])[O-].[Cs+].[Cs+].[CH2:19](Br)[CH:20]=[CH2:21]>C(#N)C.OS([O-])(=O)=O.[K+].CCOC(C)=O>[CH2:21]([O:12][C:9]1[CH:10]=[C:11]2[C:6]([CH:5]=[CH:4][N:3]=[C:2]2[Cl:1])=[CH:7][CH:8]=1)[CH:20]=[CH2:19] |f:1.2.3,6.7|. Procedure details: 1-Chloroisoquinolin-7-ol (4.87 gm, 20.34 mmol) and cesium carbonate (6.63 g, 20.34 mmol) were combined in acetonitrile (100 mL) and stirred for 2 min. Allyl bromide (1.76 mL, 20.34 mmol) was added and the reaction mixture stirred for 30 min. The reaction mixture was diluted with aqueous KHSO4 (40 mL) and EtOAc (100 mL) and stirred. The organic extract was removed, dried over Na2SO4, concentrated and chromatographed on silica gel using 20-50% EtOAc/hexanes to give 0.85 g of an oil which solidifie... Starting materials: C(C1=CC=CC=C1)OC=1C=C(C=CC1I)CO ((3-benzyloxy-4-iodophenyl)methanol). Reagents/catalysts: [O-2].[Mn+2] (manganese oxide). Solvent: ClCCl (dichloromethane). Run at time 12 hour. Product: C(C1=CC=CC=C1)OC=1C=C(C=O)C=CC1I (3-benzyloxy-4-iodobenzaldehyde). The yield is 53.5%. As a reaction SMILES: [CH2:1]([O:8][C:9]1[CH:10]=[C:11]([CH2:16][OH:17])[CH:12]=[CH:13][C:14]=1[I:15])[C:2]1[CH:7]=[CH:6][CH:5]=[CH:4][CH:3]=1>ClCCl.[O-2].[Mn+2]>[CH2:1]([O:8][C:9]1[CH:10]=[C:11]([CH:12]=[CH:13][C:14]=1[I:15])[CH:16]=[O:17])[C:2]1[CH:3]=[CH:4][CH:5]=[CH:6][CH:7]=1 |f:2.3|. Reported procedure: 7.8 g (90 mmol, 5 eq) of manganese oxide are added to a solution of 6.5 g (17.98 mmol, 1 eq) of (3-benzyloxy-4-iodophenyl)methanol in 50 mL of dichloromethane. The reaction medium is stirred for 12 hours at room temperature, and the solid is then filtered off and the solvent is evaporated off. The residual oil is chromatographed on silica gel (8/2 heptane/ethyl acetate). The oil obtained is crystallized from pentane. 3.25 g of 3-benzyloxy-4-iodobenzaldehyde are obtained. Yield=54% for the three ... Reactants: CSc1cc(C(=O)O)nc2cc(Cl)ccc12, CCOC(=O)N1CCN(C(=O)C(N)CCC(=O)OC(C)(C)C)CC1, C1CCOC1, CCOC(C)=O, CN(C)C=O, On1nnc2ccccc21. Product: CCOC(=O)N1CCN(C(=O)C(CCC(=O)OC(C)(C)C)NC(=O)c2cc(SC)c3ccc(Cl)cc3n2)CC1. As a reaction SMILES: [C:1](=[O:2])([OH:3])[c:4]1[n:5][c:6]2[cH:7][c:8]([Cl:16])[cH:9][cH:10][c:11]2[c:12]([S:14][CH3:15])[cH:13]1.[CH2:17]([CH3:18])[O:19][C:20](=[O:21])[N:22]1[CH2:23][CH2:24][N:25]([C:28](=[O:29])[CH:30]([CH2:31][CH2:32][C:33](=[O:34])[O:35][C:36]([CH3:37])([CH3:38])[CH3:39])[NH2:40])[CH2:26][CH2:27]1.[CH2:51]1[O:52][CH2:53][CH2:54][CH2:55]1.[CH3:61][CH2:62][O:63][C:64](=[O:65])[CH3:66].[O:56]=[CH:57][N:58]([CH3:59])[CH3:60].[OH:41][n:42]1[c:43]2[c:44]([cH:45][cH:46][cH:47][cH:48]2)[n:49][n:50]1>>[C:1](=[O:3])([c:4]1[n:5][c:6]2[cH:7][c:8]([Cl:16])[cH:9][cH:10][c:11]2[c:12]([S:14][CH3:15])[cH:13]1)[NH:40][CH:30]([C:28]([N:25]1[CH2:24][CH2:23][N:22]([C:20]([O:19][CH2:17][CH3:18])=[O:21])[CH2:27][CH2:26]1)=[O:29])[CH2:31][CH2:32][C:33](=[O:34])[O:35][C:36]([CH3:37])([CH3:38])[CH3:39]. The reactants are CO, Cl, COC(=O)c1cc(Cl)c(NC(C)=O)c([N+](=O)[O-])c1O, [Na]. The product is COC(=O)c1cc(Cl)c(N)c([N+](=O)[O-])c1O. RXN SMILES: [CH3:22][OH:23].[ClH:21].[N+:2](=[O:3])([O-:4])[c:5]1[c:6]([OH:20])[c:7]([C:8](=[O:9])[O:10][CH3:11])[cH:12][c:13]([Cl:19])[c:14]1[NH:15][C:16](=[O:17])[CH3:18].[Na:1]>>[N+:2](=[O:3])([O-:4])[c:5]1[c:6]([OH:20])[c:7]([C:8](=[O:9])[O:10][CH3:11])[cH:12][c:13]([Cl:19])[c:14]1[NH2:15].